Dataset: the Open Reaction Database (ORD), a public repository of structured organic reaction records. Task: describe an organic reaction: reactants, conditions, products, and yield Reactants: [H-], BrCc1cccc(I)c1, O=[N+]([O-])c1cn2c(n1)OCC(CO)C2, [Na+], CN(C)C=O. The product is O=[N+]([O-])c1cn2c(n1)OCC(COCc1cccc(I)c1)C2. RXN SMILES: [H-:25].[I:15][c:16]1[cH:17][c:18]([CH2:19][Br:20])[cH:21][cH:22][cH:23]1.[N+:1](=[O:2])([O-:3])[c:4]1[n:5][c:6]2[n:11]([cH:12]1)[CH2:10][CH:9]([CH2:13][OH:14])[CH2:8][O:7]2.[Na+:24].[O:26]=[CH:27][N:28]([CH3:29])[CH3:30]>>[N+:1](=[O:2])([O-:3])[c:4]1[n:5][c:6]2[n:11]([cH:12]1)[CH2:10][CH:9]([CH2:13][O:14][CH2:19][c:18]1[cH:17][c:16]([I:15])[cH:23][cH:22][cH:21]1)[CH2:8][O:7]2. Starting materials: C(C)NC1=C(C=CC(=C1)OC)[C@H]1CC=2C=CC(=CC2CC1)OC(C(C)(C)C)=O (pivalic acid (R)-6-(2-ethylamino-4-methoxyphenyl)-5,6,7,8-tetrahydronaphthalen-2-yl ester), C(C)(C)(C)OC(=O)CNC(CC1=CC=C(C(=O)O)C=C1)(C)C (4-[2-(tert-butoxycarbonylmethylamino)-2-methylpropyl]benzoic acid), C(C)(C)(C)OC(=O)CNC(CC1=CC=C(C(=O)CCNC2=C(C=CC(=C2)OC)C2CC=3C=CC(=CC3CC2)OC(C(C)(C)C)=O)C=C1)(C)C (pivalic acid 6-{2-{{4-[2-(tert-butoxycarbonylmethylamino)-2-methylpropyl]benzoyl}ethylamino}-4-methoxyphenyl}-5,6,7,8-tetrahydronaphthalen-2-yl ester). Yields the product C(C)N(C1=C(C=CC(=C1)OC)[C@H]1CC=2C=CC(=CC2CC1)O)CC1=CC=C(C=C1)CC(C)(NC)C ((R)-6-{2-{Ethyl[4-(2-methyl-2-methylaminopropyl)benzyl]amino}-4-methoxyphenyl}-5,6,7,8-tetrahydronaphthalen-2-ol). Isolated yield 38.7%. Reaction SMILES: [CH2:1]([NH:3][C:4]1[CH:9]=[C:8]([O:10][CH3:11])[CH:7]=[CH:6][C:5]=1[C@@H:12]1[CH2:21][CH2:20][C:19]2[CH:18]=[C:17]([O:22]C(=O)C(C)(C)C)[CH:16]=[CH:15][C:14]=2[CH2:13]1)[CH3:2].C(OC([CH2:36][NH:37][C:38]([CH3:50])([CH3:49])[CH2:39][C:40]1[CH:48]=[CH:47][C:43]([C:44](O)=O)=[CH:42][CH:41]=1)=O)(C)(C)C.C(OC(CNC(C)(C)CC1C=CC(C(CCNC2C=C(OC)C=CC=2C2CCC3C=C(OC(=O)C(C)(C)C)C=CC=3C2)=O)=CC=1)=O)(C)(C)C>>[CH2:1]([N:3]([CH2:44][C:43]1[CH:47]=[CH:48][C:40]([CH2:39][C:38]([CH3:50])([NH:37][CH3:36])[CH3:49])=[CH:41][CH:42]=1)[C:4]1[CH:9]=[C:8]([O:10][CH3:11])[CH:7]=[CH:6][C:5]=1[C@@H:12]1[CH2:21][CH2:20][C:19]2[CH:18]=[C:17]([OH:22])[CH:16]=[CH:15][C:14]=2[CH2:13]1)[CH3:2]. Procedure: Synthesized from pivalic acid (R)-6-(2-ethylamino-4-methoxyphenyl)-5,6,7,8-tetrahydronaphthalen-2-yl ester (100 mg) and 4-[2-(tert-butoxycarbonylmethylamino)-2-methylpropyl]benzoic acid (120 mg) according to an analogous synthetic method to Preparation Example 86, pivalic acid 6-{2-{{4-[2-(tert-butoxycarbonylmethylamino)-2-methylpropyl]benzoyl}ethylamino}-4-methoxyphenyl}-5,6,7,8-tetrahydronaphthalen-2-yl ester (97 mg) was used according to analogous synthetic method to the above-mentioned Examp... The reactants are S1C(=CC=C1)C=NC (N-(2-thienylmethylene)methanamine), CC1=C(C=CC=C1)NC(C(C)(C)C)=O (N-[(2-methyl)phenyl]-2,2-dimethylpropanamide), solution, C(CCC)[Li] (n-butyllithium). Run in C1(=CC=CC=C1)C (toluene), O1CCCC1 (tetrahydrofuran), CCCCCC (hexane). Conditions: temperature -6 celsius, time 2.3 hour. Product: CNC(CC1=C(C=CC=C1)NC(C(C)(C)C)=O)C=1SC=CC1 (N-[2-[2-methylamino-2-(2-thienyl)ethyl]phenyl]-2,2-dimethylpropanamide). The yield is 36.7%. RXN SMILES: [CH3:1][C:2]1[CH:7]=[CH:6][CH:5]=[CH:4][C:3]=1[NH:8][C:9](=[O:14])[C:10]([CH3:13])([CH3:12])[CH3:11].C([Li])CCC.[S:20]1[CH:24]=[CH:23][CH:22]=[C:21]1[CH:25]=[N:26][CH3:27]>O1CCCC1.CCCCCC.C1(C)C=CC=CC=1>[CH3:27][NH:26][CH:25]([C:21]1[S:20][CH:24]=[CH:23][CH:22]=1)[CH2:1][C:2]1[CH:7]=[CH:6][CH:5]=[CH:4][C:3]=1[NH:8][C:9](=[O:14])[C:10]([CH3:11])([CH3:13])[CH3:12]. Procedure: A stirred, chilled (-10° C.) solution of 19.3 g of N-[(2-methyl)phenyl]-2,2-dimethylpropanamide in 150 ml of tetrahydrofuran was treated over 43 min with 140 ml of a 1.6M solution of n-butyllithium in hexane, while maintaining the temperature at or below 0° C. Stirring for 2.3 hours with cooling afforded a suspension. The stirred, cooled (-6° C.) suspension was treated over 13 min with a solution of 15.02 g of N-(2-thienylmethylene)methanamine in 30 ml of toluene. The reaction mixture was stirre... Reactants: [PH4+] (phosphonium), C1(=CC=CC=C1)C (toluene), C([O-])([O-])=O.[K+].[K+] (potassium carbonate), C(\C=C\C)=O (crotonaldehyde). Run in O (water). Conditions: temperature 65 celsius, time 7 hour. Yields the product C(CCC=CC=CC)(=O)OCC (ethyl 4,6-octadienoate). Isolated yield 74.0%. As a reaction SMILES: [PH4+].[C:2]1([CH3:8])[CH:7]=[CH:6][CH:5]=[CH:4][CH:3]=1.[C:9](=[O:12])([O-])[O-:10].[K+].[K+].[CH:15](=O)/[CH:16]=C/C>O>[C:9]([O:10][CH2:15][CH3:16])(=[O:12])[CH2:3][CH2:4][CH:5]=[CH:6][CH:7]=[CH:2][CH3:8] |f:2.3.4|. Procedure: Next, in a stream of nitrogen, the phosphonium salt (b) (420 g, 0.92 mol), toluene (1600 ml), potassium carbonate (506.2 g, 3.66 mol), and crotonaldehyde (256.7 g, 3.66 mol) were put into a 5-L flask, followed by stirring at 65° C. for 7 hours. The reaction solution was cooled to room temperature, and water (840 g) was put thereinto, followed by stirring for 30 minutes, and then subjected to separation of liquid. The solvent was evaporated from the organic layer under a reduced pressure. A solid... Starting materials: O=C1CCC(=O)N1Br, CN(C)C=O, Cc1ccc2c(c1)N=C(N1CCN(C)CC1)c1cccc3c1N2CC3, ClCCl. The product is Cc1cc2c(cc1Br)N1CCc3cccc(c31)C(N1CCN(C)CC1)=N2. As a reaction SMILES: [Br:1][N:2]1[C:3](=[O:4])[CH2:5][CH2:6][C:7]1=[O:8].[CH3:37][N:38]([CH3:39])[CH:40]=[O:41].[CH3:9][N:10]1[CH2:11][CH2:12][N:13]([C:16]2=[N:17][c:18]3[c:19]([cH:29][cH:30][c:31]([CH3:33])[cH:32]3)[N:20]3[c:21]4[c:22]2[cH:23][cH:24][cH:25][c:26]4[CH2:27][CH2:28]3)[CH2:14][CH2:15]1.[Cl:34][CH2:35][Cl:36]>>[Br:1][c:30]1[cH:29][c:19]2[c:18]([cH:32][c:31]1[CH3:33])[N:17]=[C:16]([N:13]1[CH2:12][CH2:11][N:10]([CH3:9])[CH2:15][CH2:14]1)[c:22]1[c:21]3[c:26]([cH:25][cH:24][cH:23]1)[CH2:27][CH2:28][N:20]23. Solvent: CC(C)O (propan-2-ol). Reported procedure: 6-Bromomethyl-4-methanesulfonyl-3,4-dihydro-2H-benzo[1,4]oxazine (2.6 g, 8.5 mmol) and tert-butyl piperazine-1-carboxylate (1.58 g, 8.5 mmol) were treated with propan-2-ol (100 mL) followed by N,N-diisopropylethylamine (10.96 g, 85 mmol) and the resulting mixture heated at reflux for 72 h then evaporated to dryness under reduced pressure. The residue was partitioned between ethyl acetate and saturated NaHCO3 aq. and the phases separated. The organic phase was washed with water, saturated brine, ... As a reaction SMILES: Br[CH2:2][C:3]1[CH:4]=[CH:5][C:6]2[O:11][CH2:10][CH2:9][N:8]([S:12]([CH3:15])(=[O:14])=[O:13])[C:7]=2[CH:16]=1.[N:17]1([C:23]([O:25][C:26]([CH3:29])([CH3:28])[CH3:27])=[O:24])[CH2:22][CH2:21][NH:20][CH2:19][CH2:18]1.C(N(CC)C(C)C)(C)C>CC(O)C>[CH3:15][S:12]([N:8]1[C:7]2[CH:16]=[C:3]([CH2:2][N:20]3[CH2:19][CH2:18][N:17]([C:23]([O:25][C:26]([CH3:29])([CH3:28])[CH3:27])=[O:24])[CH2:22][CH2:21]3)[CH:4]=[CH:5][C:6]=2[O:11][CH2:10][CH2:9]1)(=[O:14])=[O:13]. Reactants: BrCC=1C=CC2=C(N(CCO2)S(=O)(=O)C)C1 (6-Bromomethyl-4-methanesulfonyl-3,4-dihydro-2H-benzo[1,4]oxazine), N1(CCNCC1)C(=O)OC(C)(C)C (tert-butyl piperazine-1-carboxylate), C(C)(C)N(C(C)C)CC (N,N-diisopropylethylamine). Isolated yield 71.5%. Yields the product CS(=O)(=O)N1CCOC2=C1C=C(C=C2)CN2CCN(CC2)C(=O)OC(C)(C)C (tert-Butyl 4-(4-methanesulfonyl-3,4-dihydro-2H-benzo[1,4]oxazin-6-ylmethyl)piperazine-1-carboxylate). The reactants are CCOc1ccc(OB([O-])[O-])cc1F, CN(Cc1ccc(NC(=O)C2=Cc3cc(Br)ccc3S(=O)(=O)CC2)cc1)C1CCOCC1, O=C([O-])[O-], CCO, [K+], [K+], O, Cc1ccccc1. Yields the product CCOc1ccc(-c2ccc3c(c2)C=C(C(=O)Nc2ccc(CN(C)C4CCOCC4)cc2)CCS3(=O)=O)cc1F. As a reaction SMILES: [B:33]([O-:34])([O-:45])[O:46][c:35]1[cH:36][c:37]([F:44])[c:38]([O:41][CH2:42][CH3:43])[cH:39][cH:40]1.[Br:1][c:2]1[cH:3][cH:4][c:5]2[c:6]([cH:32]1)[CH:7]=[C:8]([C:14](=[O:15])[NH:16][c:17]1[cH:18][cH:19][c:20]([CH2:23][N:24]([CH:25]3[CH2:26][CH2:27][O:28][CH2:29][CH2:30]3)[CH3:31])[cH:21][cH:22]1)[CH2:9][CH2:10][S:11]2(=[O:12])=[O:13].[C:47](=[O:48])([O-:49])[O-:50].[CH2:54]([OH:55])[CH3:56].[K+:51].[K+:52].[OH2:53].[c:57]1([CH3:58])[cH:59][cH:60][cH:61][cH:62][cH:63]1>>[c:2]1(-[c:35]2[cH:36][c:37]([F:44])[c:38]([O:41][CH2:42][CH3:43])[cH:39][cH:40]2)[cH:3][cH:4][c:5]2[c:6]([cH:32]1)[CH:7]=[C:8]([C:14](=[O:15])[NH:16][c:17]1[cH:18][cH:19][c:20]([CH2:23][N:24]([CH:25]3[CH2:26][CH2:27][O:28][CH2:29][CH2:30]3)[CH3:31])[cH:21][cH:22]1)[CH2:9][CH2:10][S:11]2(=[O:12])=[O:13]. Starting materials: [Cl-], Cc1ccccc1[N+](=O)[O-], [NH4+], [Zn]. Product: Cc1ccccc1NO. As a reaction SMILES: [Cl-:11].[N+:1](=[O:2])([O-:3])[c:4]1[c:5]([CH3:10])[cH:6][cH:7][cH:8][cH:9]1.[NH4+:12].[Zn:13]>>[NH:1]([OH:2])[c:4]1[c:5]([CH3:10])[cH:6][cH:7][cH:8][cH:9]1.